Dataset: the Open Reaction Database (ORD), a public repository of structured organic reaction records. Task: describe an organic reaction: reactants, conditions, products, and yield Reactants: O=C(Nc1ccc(F)cc1S)c1c(Br)sc2c1CCCC2, O=C([O-])[O-], CS(C)=O, [K+], [K+]. Product: O=C1Nc2ccc(F)cc2Sc2sc3c(c21)CCCC3. RXN SMILES: [Br:1][c:2]1[c:3]([C:11](=[O:12])[NH:13][c:14]2[c:15]([SH:21])[cH:16][c:17]([F:20])[cH:18][cH:19]2)[c:4]2[c:5]([s:6]1)[CH2:7][CH2:8][CH2:9][CH2:10]2.[C:22](=[O:23])([O-:24])[O-:25].[CH3:28][S:29](=[O:30])[CH3:31].[K+:26].[K+:27]>>[c:2]12[c:3]([c:4]3[c:5]([s:6]1)[CH2:7][CH2:8][CH2:9][CH2:10]3)[C:11](=[O:12])[NH:13][c:14]1[c:15]([cH:16][c:17]([F:20])[cH:18][cH:19]1)[S:21]2. Starting materials: C(CCCCCCCCCCCCCCCCC)Br (octadecyl bromide), Cl (hydrochloric acid), C(C)(=O)NC(C(=O)OCC)C(=O)OCC (Diethyl 2-acetamidomalonate), [O-]CC.[Na+] (sodium ethoxide). The solvent is C(C)O (ethanol), C(C)O (ethanol). Product: C(C)(=O)NC(C(=O)OCC)(C(=O)OCC)CCCCCCCCCCCCCCCCCC (diethyl 2-acetamido-2-octadecylmalonate). The yield is 59.2%. RXN SMILES: [C:1]([NH:4][CH:5]([C:11]([O:13][CH2:14][CH3:15])=[O:12])[C:6]([O:8][CH2:9][CH3:10])=[O:7])(=[O:3])[CH3:2].[O-]CC.[Na+].[CH2:20](Br)[CH2:21][CH2:22][CH2:23][CH2:24][CH2:25][CH2:26][CH2:27][CH2:28][CH2:29][CH2:30][CH2:31][CH2:32][CH2:33][CH2:34][CH2:35][CH2:36][CH3:37].Cl>C(O)C>[C:1]([NH:4][C:5]([CH2:37][CH2:36][CH2:35][CH2:34][CH2:33][CH2:32][CH2:31][CH2:30][CH2:29][CH2:28][CH2:27][CH2:26][CH2:25][CH2:24][CH2:23][CH2:22][CH2:21][CH3:20])([C:11]([O:13][CH2:14][CH3:15])=[O:12])[C:6]([O:8][CH2:9][CH3:10])=[O:7])(=[O:3])[CH3:2] |f:1.2|. Procedure: Diethyl 2-acetamidomalonate (5.0 g) was dissolved in 64 ml of dry ethanol and 1.71 g of sodium ethoxide was added thereto. A solution of 8.4 g of octadecyl bromide in 20 ml of dry ethanol was added thereto while stirring at room temperature. The inside of the reaction vessel was displaced with nitrogen and the mixture was refluxed for about 15 hours. The mixture was neutralized with a 1 N aqueous hydrochloric acid solution and concentrated. The concentrate was purified by silica gel column chrom... The reactants are NC=1C=2N(C(=CC1Cl)Cl)N=C(N2)SCC2=CC=CC=C2 (8-Amino-2-benzylthio-5,7-dichloro[1,2,4]triazolo[1,5-a]pyridine), N(=O)OC(C)(C)C (t-butyl nitrite), O1CCCC1 (tetrahydrofuran). Run in CCOCC (ether). The product is C(C1=CC=CC=C1)SC1=NN2C(C=C(C=C2Cl)Cl)=N1 (2-Benzylthio-5,7-dichloro[1,2,4]triazolo[1,5-a]pyridine). As a reaction SMILES: N[C:2]1[C:3]2[N:4]([N:10]=[C:11]([S:13][CH2:14][C:15]3[CH:20]=[CH:19][CH:18]=[CH:17][CH:16]=3)[N:12]=2)[C:5]([Cl:9])=[CH:6][C:7]=1[Cl:8].N(OC(C)(C)C)=O.O1CCCC1>CCOCC>[CH2:14]([S:13][C:11]1[N:12]=[C:3]2[CH:2]=[C:7]([Cl:8])[CH:6]=[C:5]([Cl:9])[N:4]2[N:10]=1)[C:15]1[CH:16]=[CH:17][CH:18]=[CH:19][CH:20]=1. Reported procedure: 8-Amino-2-benzylthio-5,7-dichloro[1,2,4]triazolo[1,5-a]pyridine (25.8 g, 0.079 mol), t-butyl nitrite (18.9 mL, 16.4 g, 0.158 mol) and tetrahydrofuran (1.5 L) were combined and heated at reflux with stirring. Gas evolution began immediately and stopped after a few minutes, but the reaction was heated at reflux for an hour. The volatiles were removed by evaporation under reduced pressure and the residue obtained was chromatographed on silica gel eluting with dichloromethane. The product fractions ... Starting materials: CC(C)(C)CN(CCO)c1ccc(C#N)c(C(F)(F)F)c1, O=c1ccc(F)c[nH]1. The product is CC(C)(C)CN(CCOc1ccc(F)cn1)c1ccc(C#N)c(C(F)(F)F)c1. As a reaction SMILES: [CH3:1][C:2]([CH2:3][N:4]([c:5]1[cH:6][c:7]([C:13]([F:14])([F:15])[F:16])[c:8]([C:9]#[N:10])[cH:11][cH:12]1)[CH2:17][CH2:18][OH:19])([CH3:20])[CH3:21].[F:22][c:23]1[cH:24][cH:25][c:26](=[O:29])[nH:27][cH:28]1>>[CH3:1][C:2]([CH2:3][N:4]([c:5]1[cH:6][c:7]([C:13]([F:14])([F:15])[F:16])[c:8]([C:9]#[N:10])[cH:11][cH:12]1)[CH2:17][CH2:18][O:19][c:26]1[cH:25][cH:24][c:23]([F:22])[cH:28][n:27]1)([CH3:20])[CH3:21]. Reaction conditions: time 20 minute. Solvent: CS(=O)C (dimethyl sulfoxide). Procedure details: To a solution of 2-pyrrolidin-1-yl-ethanol (1.15 g, 10 mmol) in dimethyl sulfoxide (4 mL), sodium hydride (60% suspension in mineral oil, 0.20 g, 5.0 mmol) was added in portions and the reaction mixture was stirred at room temperature for 20 minutes. To this reaction mixture was added 2-(2,6-dimethyl-pyridin-4-yl)-7-fluoro-5-methoxy-3H-quinazolin-4-one (0.30 g, 1.0 mmol) and the reaction mixture was stirred at 75° C. for 16 hours. The reaction mixture was loaded onto a column and purified by col... The reactants are N1(CCCC1)CCO (2-pyrrolidin-1-yl-ethanol), [H-].[Na+] (sodium hydride), CC1=NC(=CC(=C1)C1=NC2=CC(=CC(=C2C(N1)=O)OC)F)C (2-(2,6-dimethyl-pyridin-4-yl)-7-fluoro-5-methoxy-3H-quinazolin-4-one). The product is CC1=NC(=CC(=C1)C1=NC2=CC(=CC(=C2C(N1)=O)OC)OCCN1CCCC1)C (2-(2,6-Dimethylpyridin-4-yl)-5-methoxy-7-(2-(pyrrolidin-1-yl)ethoxy)quinazolin-4(3H)-one). RXN SMILES: [N:1]1([CH2:6][CH2:7][OH:8])[CH2:5][CH2:4][CH2:3][CH2:2]1.[H-].[Na+].[CH3:11][C:12]1[CH:17]=[C:16]([C:18]2[NH:27][C:26](=[O:28])[C:25]3[C:20](=[CH:21][C:22](F)=[CH:23][C:24]=3[O:29][CH3:30])[N:19]=2)[CH:15]=[C:14]([CH3:32])[N:13]=1>CS(C)=O>[CH3:32][C:14]1[CH:15]=[C:16]([C:18]2[NH:27][C:26](=[O:28])[C:25]3[C:20](=[CH:21][C:22]([O:8][CH2:7][CH2:6][N:1]4[CH2:5][CH2:4][CH2:3][CH2:2]4)=[CH:23][C:24]=3[O:29][CH3:30])[N:19]=2)[CH:17]=[C:12]([CH3:11])[N:13]=1 |f:1.2|. The reactants are O (water), C(C)(=O)OO (peracetic acid), C(C)(=O)O (acetic acid), C1=CC=CC=2C3=CC=CC=C3C(=CC12)SC[N+](=O)[O-] ((9-phenanthrylthio)nitromethane). The solvent is C(Cl)(Cl)Cl (chloroform). Reaction conditions: time 20 hour. The product is C1=CC=CC=2C3=CC=CC=C3C(=CC12)S(=O)(=O)C[N+](=O)[O-] ((9-phenanthrylsulphonyl)nitromethane). As a reaction SMILES: C(OO)(=[O:3])C.C(O)(=O)C.[CH:10]1[C:23]2[CH:22]=[C:21]([S:24][CH2:25][N+:26]([O-:28])=[O:27])[C:20]3[C:15](=[CH:16][CH:17]=[CH:18][CH:19]=3)[C:14]=2[CH:13]=[CH:12][CH:11]=1.[OH2:29]>C(Cl)(Cl)Cl>[CH:10]1[C:23]2[CH:22]=[C:21]([S:24]([CH2:25][N+:26]([O-:28])=[O:27])(=[O:3])=[O:29])[C:20]3[C:15](=[CH:16][CH:17]=[CH:18][CH:19]=3)[C:14]=2[CH:13]=[CH:12][CH:11]=1. Procedure: A solution of peracetic acid in acetic acid (32 wt%, 4 ml, 19 mmol) was added dropwise to an efficiently stirred solution of (9-phenanthrylthio)nitromethane (A) (1 g, 3.7 mmol) in chloroform (50 ml). The mixture was stirred for 20 hours and then diluted with water (20 ml). The organic phase was separated and washed with an aqueous solution of sodium metabisulphite, then with brine, and dried (N2SO4). The solvent was removed by evaporation to give a yellow solid. This was purified by flash chroma...